From a dataset of the Open Reaction Database (ORD), a public repository of structured organic reaction records. describe an organic reaction: reactants, conditions, products, and yield Reactants: CCO, COC1CCC(C2CCOC2=O)CC1, [NH4+], [OH-]. The product is COC1CCC(C2CCNC2=O)CC1. Reaction SMILES: [CH3:17][CH2:18][OH:19].[CH3:1][O:2][CH:3]1[CH2:4][CH2:5][CH:6]([CH:9]2[C:10](=[O:14])[O:11][CH2:12][CH2:13]2)[CH2:7][CH2:8]1.[NH4+:15].[OH-:16]>>[CH3:1][O:2][CH:3]1[CH2:4][CH2:5][CH:6]([CH:9]2[C:10](=[O:11])[NH:15][CH2:12][CH2:13]2)[CH2:7][CH2:8]1. Yields the product COC1=CC=C2C(=NN(C2=C1)CC(=O)N1C[C@@H]2CCCC[C@H]2CC1)C(C(C)(C)C)=O (1-(6-methoxy-1-{2-[trans-octahydroisoquinolin-2 (1H)-yl]-2-oxoethyl}-1H-indazol-3-yl)-2,2-dimethylpropan-1-one). The solvent is CN(C)C=O (DMF), C(CCl)Cl (EDC). As a reaction SMILES: [CH3:1][C:2]([CH3:21])([CH3:20])[C:3]([C:5]1[C:13]2[C:8](=[CH:9][C:10]([O:14][CH3:15])=[CH:11][CH:12]=2)[N:7]([CH2:16][C:17]([OH:19])=O)[N:6]=1)=[O:4].C1C=CC2N(O)N=NC=2C=1.[CH2:32]1[C@H:41]2[C@@H:36]([CH2:37][CH2:38][CH2:39][CH2:40]2)[CH2:35][CH2:34][NH:33]1.CCN(C(C)C)C(C)C>CN(C=O)C.C(Cl)CCl>[CH3:15][O:14][C:10]1[CH:9]=[C:8]2[C:13]([C:5]([C:3](=[O:4])[C:2]([CH3:21])([CH3:1])[CH3:20])=[N:6][N:7]2[CH2:16][C:17]([N:33]2[CH2:34][CH2:35][C@H:36]3[C@@H:41]([CH2:40][CH2:39][CH2:38][CH2:37]3)[CH2:32]2)=[O:19])=[CH:12][CH:11]=1. Procedure details: To a solution of 29.0 mg [3-(2,2-dimethylpropanoyl)-6-methoxy-1H-indazol-1-yl]acetic acid in 1 mL DMF was added 23.0 mg HOBt, 20.9 mg trans-decahydroisoquinoline, 38.3 mg EDC, and 45.2 mg DIEA in that order. The mixture was stirred at room temperature over night and purified by RP-HPLC using 65-100% MeCN gradient. The pure product fractions were pooled and lyophilized to give the title compound. LC-MS: 4.29 min. (m/Z=412.3, 434.3). The reactants are CC(C(=O)C1=NN(C2=CC(=CC=C12)OC)CC(=O)O)(C)C ([3-(2,2-dimethylpropanoyl)-6-methoxy-1H-indazol-1-yl]acetic acid), C=1C=CC2=C(C1)N=NN2O (HOBt), C1NCC[C@@H]2CCCC[C@@H]12 (trans-decahydroisoquinoline), CCN(C(C)C)C(C)C (DIEA). Reactants: CC(=O)[O-], CCO, [Cl-], Cc1cc(C)c(C(=O)C(F)(F)F)c(C)c1, [Na+], O, [NH3+]O. The product is Cc1cc(C)c(C(=NO)C(F)(F)F)c(C)c1. Reaction SMILES: [CH3:20][C:21](=[O:22])[O-:23].[CH3:24][CH2:25][OH:26].[Cl-:16].[F:1][C:2]([C:3](=[O:4])[c:5]1[c:6]([CH3:13])[cH:7][c:8]([CH3:12])[cH:9][c:10]1[CH3:11])([F:14])[F:15].[Na+:19].[OH2:27].[OH:17][NH3+:18]>>[F:1][C:2]([C:3]([c:5]1[c:6]([CH3:13])[cH:7][c:8]([CH3:12])[cH:9][c:10]1[CH3:11])=[N:18][OH:17])([F:14])[F:15]. Starting materials: NN, C1CCOC1, O, O=C1C(N2C(=O)c3ccccc3C2=O)N=C(c2ccccc2)c2ccccc2N1Cc1nnnn1C(c1ccccc1)(c1ccccc1)c1ccccc1. Yields the product NC1N=C(c2ccccc2)c2ccccc2N(Cc2nnnn2C(c2ccccc2)(c2ccccc2)c2ccccc2)C1=O. Reaction SMILES: [NH2:56][NH2:57].[O:58]1[CH2:59][CH2:60][CH2:61][CH2:62]1.[OH2:55].[c:1]1([C:7]2=[N:8][CH:9]([N:44]3[C:45](=[O:46])[c:47]4[cH:48][cH:49][cH:50][cH:51][c:52]4[C:53]3=[O:54])[C:10](=[O:43])[N:11]([CH2:18][c:19]3[n:20][n:21][n:22][n:23]3[C:24]([c:25]3[cH:26][cH:27][cH:28][cH:29][cH:30]3)([c:31]3[cH:32][cH:33][cH:34][cH:35][cH:36]3)[c:37]3[cH:38][cH:39][cH:40][cH:41][cH:42]3)[c:12]3[c:13]2[cH:14][cH:15][cH:16][cH:17]3)[cH:2][cH:3][cH:4][cH:5][cH:6]1>>[c:1]1([C:7]2=[N:8][CH:9]([NH2:44])[C:10](=[O:43])[N:11]([CH2:18][c:19]3[n:20][n:21][n:22][n:23]3[C:24]([c:25]3[cH:26][cH:27][cH:28][cH:29][cH:30]3)([c:31]3[cH:32][cH:33][cH:34][cH:35][cH:36]3)[c:37]3[cH:38][cH:39][cH:40][cH:41][cH:42]3)[c:12]3[c:13]2[cH:14][cH:15][cH:16][cH:17]3)[cH:2][cH:3][cH:4][cH:5][cH:6]1.